Dataset: the Open Reaction Database (ORD), a public repository of structured organic reaction records. Task: describe an organic reaction: reactants, conditions, products, and yield Starting materials: CC1=C(C=CC=C1)C1=CC=C(C=C1)C=O (2′-Methyl[1,1′-biphenyl]-4-carbaldehyde), [C@@H]1(CCCC2=CC=CC=C12)N ((1S)-1,2,3,4-tetrahydro-1-naphthalenylamine). The product is CC1=C(C=CC=C1)C1=CC=C(C=C1)CN[C@H]1CCCC2=CC=CC=C12 (N-[(2′-methyl[1,1′-biphenyl]-4-yl)methyl]-N-[(1S)-1,2,3,4-tetrahydro-1-naphthalenyl]amine). RXN SMILES: [CH3:1][C:2]1[CH:7]=[CH:6][CH:5]=[CH:4][C:3]=1[C:8]1[CH:13]=[CH:12][C:11]([CH:14]=O)=[CH:10][CH:9]=1.[C@@H:16]1([NH2:26])[C:25]2[C:20](=[CH:21][CH:22]=[CH:23][CH:24]=2)[CH2:19][CH2:18][CH2:17]1>>[CH3:1][C:2]1[CH:7]=[CH:6][CH:5]=[CH:4][C:3]=1[C:8]1[CH:13]=[CH:12][C:11]([CH2:14][NH:26][C@@H:16]2[C:25]3[C:20](=[CH:21][CH:22]=[CH:23][CH:24]=3)[CH2:19][CH2:18][CH2:17]2)=[CH:10][CH:9]=1. Procedure details: 2′-Methyl[1,1′-biphenyl]-4-carbaldehyde and (1S)-1,2,3,4-tetrahydro-1-naphthalenylamine were processed as described in Example 1A to provide the title compound. Reactants: FC(C(=O)O)(F)F.NCC(=O)N1CCN(CC1)C(C1=C(C=CC=C1)C(F)(F)F)=O (2-amino-1-[4-(2-trifluoromethyl-benzoyl)-piperazin-1-yl]-ethanone trifluoroacetic acid salt), CCN(C(C)C)C(C)C (DIPEA), CN1N=CC(=C1)C1=CC=C(C(=O)O)C=C1 (4-(1-methyl-1H-pyrazol-4-yl)-benzoic acid), C=1C=CC2=C(C1)N=NN2O (HOBT), CCN=C=NCCCN(C)C (EDCI). The solvent is O (water), CN(C)C=O (DMF). Conditions: time 2 minute. Product: CN1N=CC(=C1)C1=CC=C(C(=O)NCC(N2CCN(CC2)C(C2=C(C=CC=C2)C(F)(F)F)=O)=O)C=C1 (4-(1-methyl-1H-pyrazol-4-yl)-N-{2-oxo-2-[4-(2-trifluoromethyl-benzoyl)-piperazin-1-yl]-ethyl}-benzamide). Isolated yield 52.7%. RXN SMILES: CCN(C(C)C)C(C)C.[CH3:10][N:11]1[CH:15]=[C:14]([C:16]2[CH:24]=[CH:23][C:19]([C:20]([OH:22])=O)=[CH:18][CH:17]=2)[CH:13]=[N:12]1.C1C=CC2N(O)N=NC=2C=1.CCN=C=NCCCN(C)C.FC(F)(F)C(O)=O.[NH2:53][CH2:54][C:55]([N:57]1[CH2:62][CH2:61][N:60]([C:63](=[O:74])[C:64]2[CH:69]=[CH:68][CH:67]=[CH:66][C:65]=2[C:70]([F:73])([F:72])[F:71])[CH2:59][CH2:58]1)=[O:56]>CN(C=O)C.O>[CH3:10][N:11]1[CH:15]=[C:14]([C:16]2[CH:17]=[CH:18][C:19]([C:20]([NH:53][CH2:54][C:55](=[O:56])[N:57]3[CH2:58][CH2:59][N:60]([C:63](=[O:74])[C:64]4[CH:69]=[CH:68][CH:67]=[CH:66][C:65]=4[C:70]([F:71])([F:73])[F:72])[CH2:61][CH2:62]3)=[O:22])=[CH:23][CH:24]=2)[CH:13]=[N:12]1 |f:4.5|. Procedure: DIPEA (76.2 mg, 0.09 mL, 0.59 mmol) was added to a stirred solution of 4-(1-methyl-1H-pyrazol-4-yl)-benzoic acid (40 mg, 0.19 mmol) in DMF (1 mL). HOBT (32 mg, 0.23 mmol) and EDCI (46 mg, 0.23 mmol) were then added at room temperature. After 2 minutes, 2-amino-1-[4-(2-trifluoromethyl-benzoyl)-piperazin-1-yl]-ethanone trifluoroacetic acid salt (102 mg, 0.23 mmol) was added and the resulting mixture was stirred at room temperature overnight. Cold water was then added and the product was extracted ... Starting materials: BrCC(=O)N (2-bromoacetamide), SC1=CC=C(C(=O)OC)C=C1 (methyl 4-mercaptobenzoate). Yields the product NC(CSC1=CC=C(C(=O)OC)C=C1)=O (methyl 4-(2-amino-2-oxoethylthio)benzoate). RXN SMILES: Br[CH2:2][C:3]([NH2:5])=[O:4].[SH:6][C:7]1[CH:16]=[CH:15][C:10]([C:11]([O:13][CH3:14])=[O:12])=[CH:9][CH:8]=1>>[NH2:5][C:3](=[O:4])[CH2:2][S:6][C:7]1[CH:8]=[CH:9][C:10]([C:11]([O:13][CH3:14])=[O:12])=[CH:15][CH:16]=1. Reported procedure: 2.5 g of 2-bromoacetamide was reacted with methyl 4-mercaptobenzoate via Procedure Q to afford methyl 4-(2-amino-2-oxoethylthio)benzoate. 2.6 g of methyl 4-(2-amino-2-oxoethylthio)benzoate was reacted via Procedure R to give methyl 4-(2-amino-2-oxoethylsulfonyl)benzoate. 1 g of methyl 4-(2-amino-2-oxoethylsulfonyl)benzoate was hydrolyzed via Procedure M to give 4-(2-amino-2-oxoethylsulfonyl)benzoic acid. 150 mg of 4-chloro-3-(pyridin-2-yl)aniline was coupled to 4-(2-amino-2-oxoethylsulfonyl)benz... The reactants are COC(=O)N[C@@H](C(C1=CC=CC=C1)C1=CC=CC=C1)C(=O)NCCC(C[C@H](N)C(=O)OCC)F (ethyl N6-[N-(methoxycarbonyl)-β-phenyl-L-phenylalanyl]-4-fluoro-L-lysinate), [N+](=O)([O-])C1=CC=C(C=C1)S(=O)(=O)Cl (4-nitrobenzenesulfonyl chloride). Reagents/catalysts: CN(C)C=1C=CN=CC1 (DMAP). Solvent: N1=CC=CC=C1 (pyridine). Conditions: temperature 85 celsius, time 8 hour. Product: COC(=O)N[C@@H](C(C1=CC=CC=C1)C1=CC=CC=C1)C(=O)NCCC(C[C@H](NS(=O)(=O)C1=CC=C(C=C1)[N+](=O)[O-])C(=O)OCC)F (ethyl N6-[N-(methoxycarbonyl)-β-phenyl-L-phenylalanyl]-4-fluoro-N2-[(4-nitrophenyl)sulfonyl]-L-lysinate). The yield is 21.1%. Reaction SMILES: [CH3:1][O:2][C:3]([NH:5][C@H:6]([C:20]([NH:22][CH2:23][CH2:24][CH:25]([F:34])[CH2:26][C@@H:27]([C:29]([O:31][CH2:32][CH3:33])=[O:30])[NH2:28])=[O:21])[CH:7]([C:14]1[CH:19]=[CH:18][CH:17]=[CH:16][CH:15]=1)[C:8]1[CH:13]=[CH:12][CH:11]=[CH:10][CH:9]=1)=[O:4].[N+:35]([C:38]1[CH:43]=[CH:42][C:41]([S:44](Cl)(=[O:46])=[O:45])=[CH:40][CH:39]=1)([O-:37])=[O:36]>N1C=CC=CC=1.CN(C1C=CN=CC=1)C>[CH3:1][O:2][C:3]([NH:5][C@H:6]([C:20]([NH:22][CH2:23][CH2:24][CH:25]([F:34])[CH2:26][C@@H:27]([C:29]([O:31][CH2:32][CH3:33])=[O:30])[NH:28][S:44]([C:41]1[CH:40]=[CH:39][C:38]([N+:35]([O-:37])=[O:36])=[CH:43][CH:42]=1)(=[O:45])=[O:46])=[O:21])[CH:7]([C:14]1[CH:15]=[CH:16][CH:17]=[CH:18][CH:19]=1)[C:8]1[CH:13]=[CH:12][CH:11]=[CH:10][CH:9]=1)=[O:4]. Procedure details: To a solution of the material from Step 4 (170 mg, 0.359 mmol) in pyridine (1.5 mL) at room temperature were added 4-nitrobenzenesulfonyl chloride (119 mg, 0.539 mmol) and DMAP (8.77 mg, 0.072 mmol). The reaction mixture was stirred at 85° C. overnight. Upon cooling to rt, the reaction mixture was concentrated in vacuo, and the residue was purified by column chromatography on silica gel using ethyl acetate-hexanes (0:100 to 90:10) to afford 50 mg of the title compound as a yellow foam. LCMS (M+1... The reactants are C(C)(=O)OC=CC(=O)OCC (Ethyl 3-Acetoxyacrylate), C=CC=C (butadiene). Solvent: C1(=CC=CC=C1)C (toluene). Conditions: temperature 170 celsius. Yields the product C(C)(=O)O[C@H]1[C@@H](CC=CC1)C(=O)OCC (trans 1-acetoxy-2-carboethoxycyclohex-4-ene). Reaction SMILES: [C:1]([O:4][CH:5]=[CH:6][C:7]([O:9][CH2:10][CH3:11])=[O:8])(=[O:3])[CH3:2].[CH2:12]=[CH:13][CH:14]=[CH2:15]>C1(C)C=CC=CC=1>[C:1]([O:4][C@@H:5]1[CH2:15][CH:14]=[CH:13][CH2:12][C@H:6]1[C:7]([O:9][CH2:10][CH3:11])=[O:8])(=[O:3])[CH3:2]. Procedure details: Ethyl 3-acetoxyacrylate (1, 11.0 g, 69.6 mmol) and butadiene (30.0 ml, 0.8 mol) were dissolved in toluene (distilled from calcium hydride, 25 ml); the mixture was placed in a 500 ml autoclave at -78° C. The autoclave was sealed, and then heated for 15 hours at 170° C. The autoclave was cooled and opened, the contents centrifuged, and the gummy residue extracted with toluene (3×100 ml). The toluene was removed under vacuum, and the mixture of cis and trans 1-acetoxy-2-carboethoxycyclohex-4-ene (3... The reactants are C1CCOC1, CCCC[N+](CCCC)(CCCC)CCCC, C[Si](C)(C)C#Cc1ccc(Cl)nc1, [F-]. Product: C#Cc1ccc(Cl)nc1. Reaction SMILES: [CH2:32]1[O:33][CH2:34][CH2:35][CH2:36]1.[CH3:15][CH2:16][CH2:17][CH2:18][N+:19]([CH2:20][CH2:21][CH2:22][CH3:23])([CH2:24][CH2:25][CH2:26][CH3:27])[CH2:28][CH2:29][CH2:30][CH3:31].[Cl:1][c:2]1[n:3][cH:4][c:5]([C:8]#[C:9][Si:10]([CH3:11])([CH3:12])[CH3:13])[cH:6][cH:7]1.[F-:14]>>[Cl:1][c:2]1[n:3][cH:4][c:5]([C:8]#[CH:9])[cH:6][cH:7]1.